Dataset: the Open Reaction Database (ORD), a public repository of structured organic reaction records. Task: describe an organic reaction: reactants, conditions, products, and yield Starting materials: CC(=O)O[BH-](OC(C)=O)OC(C)=O, O=Cc1ccccc1, ClCCCl, Nc1ccc2c(-c3ccncc3)c(-c3ccc(F)cc3)[nH]c2n1, [Na+]. Product: Fc1ccc(-c2[nH]c3nc(NCc4ccccc4)ccc3c2-c2ccncc2)cc1. As a reaction SMILES: [C:32]([O:33][BH-:34]([O:35][C:36](=[O:37])[CH3:38])[O:39][C:40](=[O:41])[CH3:42])(=[O:43])[CH3:44].[CH:24](=[O:25])[c:26]1[cH:27][cH:28][cH:29][cH:30][cH:31]1.[Cl:46][CH2:47][CH2:48][Cl:49].[NH2:1][c:2]1[cH:3][cH:4][c:5]2[c:6](-[c:18]3[cH:19][cH:20][n:21][cH:22][cH:23]3)[c:7](-[c:11]3[cH:12][cH:13][c:14]([F:17])[cH:15][cH:16]3)[nH:8][c:9]2[n:10]1.[Na+:45]>>[NH:1]([c:2]1[cH:3][cH:4][c:5]2[c:6](-[c:18]3[cH:19][cH:20][n:21][cH:22][cH:23]3)[c:7](-[c:11]3[cH:12][cH:13][c:14]([F:17])[cH:15][cH:16]3)[nH:8][c:9]2[n:10]1)[CH2:24][c:26]1[cH:27][cH:28][cH:29][cH:30][cH:31]1. Starting materials: O1C(CCCC1)OCCCCCCCC\C(=C/C(=O)OC)\C(=C\C(=O)OC)\CCCCCCCCOC1OCCCC1 ((2E,4E)-dimethyl 3,4-bis(8-((tetrahydro-2H-pyran-2-yl)oxy)octyl)hexa-2,4-dienedioate). The solvent is CO (MeOH). Reaction conditions: time 30 minute. Yields the product O1C(CCCC1)OCCCCCCCCC(CC(=O)OC)=C(CC(=O)OC)CCCCCCCCOC1OCCCC1 (Dimethyl 3,4-bis(8-((tetrahydro-2H-pyran-2-yl)oxy)octyl)hex-3-enedioate). Reaction SMILES: [O:1]1[CH2:6][CH2:5][CH2:4][CH2:3][CH:2]1[O:7][CH2:8][CH2:9][CH2:10][CH2:11][CH2:12][CH2:13][CH2:14][CH2:15]/[C:16](/[C:22](/[CH2:28][CH2:29][CH2:30][CH2:31][CH2:32][CH2:33][CH2:34][CH2:35][O:36][CH:37]1[CH2:42][CH2:41][CH2:40][CH2:39][O:38]1)=[CH:23]/[C:24]([O:26][CH3:27])=[O:25])=[CH:17]\[C:18]([O:20][CH3:21])=[O:19]>CO>[O:1]1[CH2:6][CH2:5][CH2:4][CH2:3][CH:2]1[O:7][CH2:8][CH2:9][CH2:10][CH2:11][CH2:12][CH2:13][CH2:14][CH2:15][C:16](=[C:22]([CH2:28][CH2:29][CH2:30][CH2:31][CH2:32][CH2:33][CH2:34][CH2:35][O:36][CH:37]1[CH2:42][CH2:41][CH2:40][CH2:39][O:38]1)[CH2:23][C:24]([O:26][CH3:27])=[O:25])[CH2:17][C:18]([O:20][CH3:21])=[O:19]. Reported procedure: A flame-dried round-bottomed flask was charged with Mg° (15 equiv, 18.75 mmol, 456 mg) and equipped with a condenser. (2E,4E)-dimethyl 3,4-bis(8-((tetrahydro-2H-pyran-2-yl)oxy)octyl)hexa-2,4-dienedioate (1 equiv, 744 mg, 1.25 mmol) was added in MeOH (16 mL) and the reaction was stirred at rt. After ˜30 min, the reaction began refluxing and was left to reflux for ˜45 min upon which time the reaction was permitted to cool to it, quenched with sat. aq. NH4Cl (5 mL), diluted with Et2O (15 mL), and H... Starting materials: CN(C)C=O, Cc1ccc(S(=O)(=O)N2CCCC(CCl)C2)cc1, [H-], [H][H], [Na+], Sc1ccccc1. Yields the product Cc1ccc(S(=O)(=O)N2CCCC(CSc3ccccc3)C2)cc1. Reaction SMILES: [CH3:30][N:31]([CH3:32])[CH:33]=[O:34].[Cl:12][CH2:13][CH:14]1[CH2:15][N:16]([S:20](=[O:21])(=[O:22])[c:23]2[cH:24][cH:25][c:26]([CH3:29])[cH:27][cH:28]2)[CH2:17][CH2:18][CH2:19]1.[H-:1].[H:10][H:11].[Na+:2].[SH:3][c:4]1[cH:5][cH:6][cH:7][cH:8][cH:9]1>>[S:3]([c:4]1[cH:5][cH:6][cH:7][cH:8][cH:9]1)[CH2:13][CH:14]1[CH2:15][N:16]([S:20](=[O:21])(=[O:22])[c:23]2[cH:24][cH:25][c:26]([CH3:29])[cH:27][cH:28]2)[CH2:17][CH2:18][CH2:19]1. Yields the product O=S(C1=CC=CC=C1C(OCC)=O)(NC2=CC=C(C(F)(F)F)C=C2)=O, O=S(C1=CC=CC=C1C(OCC)=O)(N(C2=CC=C(C(F)(F)F)C=C2)C3=CC=C(C(F)(F)F)C=C3)=O. Solvent: ClCCCl, ClCCCl. Reactants: O=S(C1=CC=CC=C1C(OCC)=O)(N)=O, OB(O)C1=CC=C(C(F)(F)F)C=C1. Reagents/catalysts: [F-].[Cs+], CC(=O)[O-].CC(=O)[O-].[Cu+2]. Yield: 1.2%. Run at temperature 60 celsius, time 18 hour. Procedure details: Reactions were run in 8 x 30 mm glass vial inserts in 96 well-plate Para-dox Aluminum Reaction Blocks. The reaction components were dosed according to the design shown in Figure S2 and Figure S3. First, the catalysts (2 umol per vial) and solid bases (20 umol per vial) were added by dosing 50 uL each of a stock solution in 1,2-dichloroethane (40 mM for catalysts, 0.4 M for bases) via single-channel pipette. The 1,2-dichloroethane was then removed via centrifugal evaporation using a Genevac EZ-2 ... The reactants are [OH-].[Na+] (sodium hydroxide), COC([C@H](CO)NC(=O)C1=CC=C2CN(C3=C(CN21)C=CC=C3)C(C3=CC(=C(C=C3)C3=CCCCC3)C)=O)=O ((2S)-2-{[10-(4-Cyclohex-1-en-1-yl-3-methyl-benzoyl)-10,11-dihydro-5H-pyrrolo[2,1-c][1,4]benzodiazepine-3-carbonyl]-amino}-3-hydroxy-propionic acid methyl ester), Cl (hydrochloric acid). Run in CC(=O)C (acetone). Run at time 8 hour. Yields the product C1(=CCCCC1)C1=C(C=C(C(=O)N2CC=3N(CC4=C2C=CC=C4)C(=CC3)C(=O)N[C@H](C(=O)O)CO)C=C1)C ((2S)-2-{[10-(4-Cyclohex-1-en-1-yl-3-methyl-benzoyl)-10,11-dihydro-5H-pyrrolo[2,1-c][1,4]benzodiazepine-3-carbonyl]-amino}-3-hydroxy-propionic acid). Yield: 82.9%. RXN SMILES: C[O:2][C:3](=[O:39])[C@@H:4]([NH:7][C:8]([C:10]1[N:19]2[C:13]([CH2:14][N:15]([C:24](=[O:38])[C:25]3[CH:30]=[CH:29][C:28]([C:31]4[CH2:36][CH2:35][CH2:34][CH2:33][CH:32]=4)=[C:27]([CH3:37])[CH:26]=3)[C:16]3[CH:23]=[CH:22][CH:21]=[CH:20][C:17]=3[CH2:18]2)=[CH:12][CH:11]=1)=[O:9])[CH2:5][OH:6].[OH-].[Na+].Cl>CC(C)=O>[C:31]1([C:28]2[CH:29]=[CH:30][C:25]([C:24]([N:15]3[C:16]4[CH:23]=[CH:22][CH:21]=[CH:20][C:17]=4[CH2:18][N:19]4[C:10]([C:8]([NH:7][C@@H:4]([CH2:5][OH:6])[C:3]([OH:39])=[O:2])=[O:9])=[CH:11][CH:12]=[C:13]4[CH2:14]3)=[O:38])=[CH:26][C:27]=2[CH3:37])[CH2:36][CH2:35][CH2:34][CH2:33][CH:32]=1 |f:1.2|. Procedure details: (2S)-2-{[10-(4-Cyclohex-1-en-1-yl-3-methyl-benzoyl)-10,11-dihydro-5H-pyrrolo[2,1-c][1,4]benzodiazepine-3-carbonyl]-amino}-3-hydroxy-propionic acid methyl ester of Example 12 (0.260 g, 0.493 mmol), was dissolved in acetone (3.3 mL), followed by addition of 2.5 N sodium hydroxide (0.590 mL, 1.48 mmol). The reaction was stirred at room temperature overnight, acidified with 1 N hydrochloric acid and extracted with diethyl ether. The combined ether phases were extracted with 1 N sodium hydroxide and ...